describe an organic reaction: reactants, conditions, products, and yield From a dataset of the Open Reaction Database (ORD), a public repository of structured organic reaction records. Starting materials: ClCCl, O=[Cr](=O)([O-])Cl, OCCCCc1ccccc1, c1cc[nH+]cc1. Yields the product O=CCCCc1ccccc1. RXN SMILES: [Cl:23][CH2:24][Cl:25].[O:12]=[Cr:13]([Cl:14])([O-:15])=[O:16].[c:1]1([CH2:7][CH2:8][CH2:9][CH2:10][OH:11])[cH:2][cH:3][cH:4][cH:5][cH:6]1.[nH+:17]1[cH:18][cH:19][cH:20][cH:21][cH:22]1>>[c:1]1([CH2:7][CH2:8][CH2:9][CH:10]=[O:11])[cH:2][cH:3][cH:4][cH:5][cH:6]1. Reactants: ClC1=C(C(=CC(=C1)CCN[C@H]([C@@H](C1=CC=C(C=C1)O)O)C)Cl)NCC(=O)OCC (ethyl N-[2,6-dichloro-4-[2-[[(1S, 2R)-2-hydroxy-2-(4-hydroxyphenyl)-1-methylethyl]amino]-ethyl]phenyl]aminoacetate), hydrogen chloride diethyl ether. Solvent: C(C)(=O)OCC (ethyl acetate). The product is Cl.ClC1=C(C(=CC(=C1)CCN[C@H]([C@@H](C1=CC=C(C=C1)O)O)C)Cl)NCC(=O)OCC (ethyl N-[2,6-dichloro-4-[2-[[(1S, 2R)-2-hydroxy-2-(4-hydroxyphenyl)-1-methylethyl]amino]ethyl]phenyl]aminoacetate hydrochloride). Reaction SMILES: [Cl:1][C:2]1[CH:7]=[C:6]([CH2:8][CH2:9][NH:10][C@@H:11]([CH3:21])[C@H:12]([OH:20])[C:13]2[CH:18]=[CH:17][C:16]([OH:19])=[CH:15][CH:14]=2)[CH:5]=[C:4]([Cl:22])[C:3]=1[NH:23][CH2:24][C:25]([O:27][CH2:28][CH3:29])=[O:26]>C(OCC)(=O)C>[ClH:1].[Cl:1][C:2]1[CH:7]=[C:6]([CH2:8][CH2:9][NH:10][C@@H:11]([CH3:21])[C@H:12]([OH:20])[C:13]2[CH:14]=[CH:15][C:16]([OH:19])=[CH:17][CH:18]=2)[CH:5]=[C:4]([Cl:22])[C:3]=1[NH:23][CH2:24][C:25]([O:27][CH2:28][CH3:29])=[O:26] |f:2.3|. Procedure: To a stirred solution of ethyl N-[2,6-dichloro-4-[2-[[(1S, 2R)-2-hydroxy-2-(4-hydroxyphenyl)-1-methylethyl]amino]-ethyl]phenyl]aminoacetate (87 ml) in ethyl acetate (2.0 ml) was added 2.6 M hydrogen chloride diethyl ether solution (2.0 ml) at room temperature. Collection of the resulting precipitates by filtration gave ethyl N-[2,6-dichloro-4-[2-[[(1S, 2R)-2-hydroxy-2-(4-hydroxyphenyl)-1-methylethyl]amino]ethyl]phenyl]aminoacetate hydrochloride (81 mg). The reactants are C1CCOC1, Cc1ccc(S(=O)(=O)OCC2COC(C)(C)O2)cc1, O=C1CCN(C(=O)C=Cc2ccc(Cl)c(Cl)c2)CCN1. The product is CC1(C)OCC(CN2CCN(C(=O)C=Cc3ccc(Cl)c(Cl)c3)CCC2=O)O1. Reaction SMILES: [CH2:40]1[O:41][CH2:42][CH2:43][CH2:44]1.[CH3:21][C:22]1([CH3:39])[O:23][CH2:24][CH:25]([CH2:27][O:28][S:29]([c:30]2[cH:31][cH:32][c:33]([CH3:34])[cH:35][cH:36]2)(=[O:37])=[O:38])[O:26]1.[Cl:1][c:2]1[cH:3][c:4]([CH:9]=[CH:10][C:11](=[O:12])[N:13]2[CH2:14][CH2:15][NH:16][C:17](=[O:20])[CH2:18][CH2:19]2)[cH:5][cH:6][c:7]1[Cl:8]>>[Cl:1][c:2]1[cH:3][c:4]([CH:9]=[CH:10][C:11](=[O:12])[N:13]2[CH2:14][CH2:15][N:16]([CH2:27][CH:25]3[CH2:24][O:23][C:22]([CH3:21])([CH3:39])[O:26]3)[C:17](=[O:20])[CH2:18][CH2:19]2)[cH:5][cH:6][c:7]1[Cl:8]. The reactants are CSC1=NC(=CC=2N1C(=NC2)C2=CC=CC=C2)SC (5,7-bis(methylthio)-3-phenylimidazo[1,5-c]pyrimidine), C[O-].[Na+] (sodium methoxide). The product is CSC=1C=C2N(C(N1)=O)C(N=C2)C2=CC=CC=C2 (7-methylthio-3-phenylimidazo[1,5-c]pyrimidin-5-one). Reaction SMILES: CS[C:3]1[N:8]2[C:9]([C:12]3[CH:17]=[CH:16][CH:15]=[CH:14][CH:13]=3)=[N:10][CH:11]=[C:7]2[CH:6]=[C:5]([S:18][CH3:19])[N:4]=1.C[O-:21].[Na+]>>[CH3:19][S:18][C:5]1[CH:6]=[C:7]2[CH:11]=[N:10][CH:9]([C:12]3[CH:17]=[CH:16][CH:15]=[CH:14][CH:13]=3)[N:8]2[C:3](=[O:21])[N:4]=1 |f:1.2|. Procedure details: Using the method of Part H, Example 1, 5,7-bis(methylthio)-3-phenylimidazo[1,5-c]pyrimidine was reacted with aqueous sodium methoxide to provide 7-methylthio-3-phenylimidazo[1,5-c]pyrimidin-5-one, m.p. 198°-199° C. Analysis: Calculated for C13H11N3OS: %C, 60.7; %H, 4.3; %N, 16.3; Found: %C, 60.7; %H, 4.1; %N, 16.7. Reactants: BrC1=CC(=C(C2=C1OCCO2)CC)O (8-Bromo-5-ethyl-2,3-dihydro-benzo[1,4]dioxin-6-ol), cyanomethyl ether 8-Bromo-5-ethyl-2,3-dihydro-benzo[1,4]dioxin-6-yloxy, C(C)#N (acetonitrile). Yields the product BrC1=CC(=C(C2=C1OCCO2)CC)OCC#N ((8-Bromo-5-ethyl-2,3-dihydro-benzo[1,4]dioxin-6-yloxy)-acetonitrile). Reaction SMILES: [Br:1][C:2]1[C:7]2[O:8][CH2:9][CH2:10][O:11][C:6]=2[C:5]([CH2:12][CH3:13])=[C:4]([OH:14])[CH:3]=1.[C:15](#[N:17])[CH3:16]>>[Br:1][C:2]1[C:7]2[O:8][CH2:9][CH2:10][O:11][C:6]=2[C:5]([CH2:12][CH3:13])=[C:4]([O:14][CH2:16][C:15]#[N:17])[CH:3]=1. Procedure details: 8-Bromo-5-ethyl-2,3-dihydro-benzo[1,4]dioxin-6-ol (3.182 g, 12.3 mmol), as described in the procedure of Step 6 of Example 21, was converted to cyanomethyl ether 8-Bromo-5-ethyl-2,3-dihydro-benzo[1,4]dioxin-6-yloxy)-acetonitrile (2.30 g, 63%).